This data is from the Open Reaction Database (ORD), a public repository of structured organic reaction records. The task is: describe an organic reaction: reactants, conditions, products, and yield Reactants: N(CCO)CCO (diethanolamine), [OH-].[Na+] (NaOH), ClC1=NC(=NC(=N1)N1CCOCC1)N1C(CC2(CC1(C)C)OCCO2)(C)C (2-Chloro-4-morpholino-6-(4,4-ethylenedioxy-2,2,6,6-tetramethylpiperidin-1-yl)-1,3,5-triazine), ClC1=NC(=NC(=N1)N1CCOCC1)N1C(CC2(CC1(C)C)OCCO2)(C)C (2-Chloro-4-morpholino-6-(4,4-ethylenedioxy-2,2,6,6-tetramethylpiperidin-1-yl)-1,3,5-triazine), [OH-].[Na+] (NaOH), N(CCO)CCO (diethanolamine). Run in O (water), C=1(C(=CC=CC1)C)C (xylene), O (water). Run at time 14 hour. Yields the product OCCN(C1=NC(=NC(=N1)N1CCOCC1)N1C(CC2(CC1(C)C)OCCO2)(C)C)CCO (2-[Bis-(2-hydroxyethyl)-amino]-4-morpholino-6-(4,4-ethylenedioxy-2,2,6,6-tetramethylpiperidin-1-yl)-1,3,5-triazine). As a reaction SMILES: [NH:1]([CH2:5][CH2:6][OH:7])[CH2:2][CH2:3][OH:4].[OH-].[Na+].Cl[C:11]1[N:16]=[C:15]([N:17]2[CH2:22][CH2:21][O:20][CH2:19][CH2:18]2)[N:14]=[C:13]([N:23]2[C:28]([CH3:30])([CH3:29])[CH2:27][C:26]3([O:34][CH2:33][CH2:32][O:31]3)[CH2:25][C:24]2([CH3:36])[CH3:35])[N:12]=1>O.C1(C)C(C)=CC=CC=1>[OH:4][CH2:3][CH2:2][N:1]([CH2:5][CH2:6][OH:7])[C:11]1[N:16]=[C:15]([N:17]2[CH2:18][CH2:19][O:20][CH2:21][CH2:22]2)[N:14]=[C:13]([N:23]2[C:24]([CH3:36])([CH3:35])[CH2:25][C:26]3([O:31][CH2:32][CH2:33][O:34]3)[CH2:27][C:28]2([CH3:30])[CH3:29])[N:12]=1 |f:1.2|. Procedure details: 5.3 g of diethanolamine and a solution of 1 g of NaOH in 3 ml of water are added to a solution of 20 g of 2-chloro-4-morpholino-6-(4,4-ethylenedioxy-2,2,6,6-tetramethylpiperidin-1-yl)-1,3,5-triazine (product from Example 44) in 50 ml of xylene. 1 g of NaOH in 3 ml of water is again added after 1.75 hours with stirring under reflux. After 14 hours, 7.9 g of diethanolamine are added, after which the mixture is stirred under reflux for a further 28 hours. It is then allowed to cool and washed with ...